Dataset: the Open Reaction Database (ORD), a public repository of structured organic reaction records. Task: describe an organic reaction: reactants, conditions, products, and yield The reactants are C1(=CC=CC=C1)C1=C(N(C2=CC=CC=C12)S(=O)(=O)C1=CC=C(C=C1)C)C(=O)OC(C)(C)C (t-Butyl 3-phenyl-1-(p-toluenesulfonyl)indole-2-carboxylate), ClC(C(=O)O)(Cl)Cl (trichloroacetic acid), O (Water). The solvent is C(Cl)Cl (methylene chloride). Reaction conditions: time 16 hour. The product is C1(=CC=CC=C1)C1=C(N(C2=CC=CC=C12)S(=O)(=O)C1=CC=C(C=C1)C)C(=O)O (3-phenyl-1-(p-toluenesulfonyl)indole-2-carboxylic acid). Isolated yield 94.2%. As a reaction SMILES: [C:1]1([C:7]2[C:15]3[C:10](=[CH:11][CH:12]=[CH:13][CH:14]=3)[N:9]([S:16]([C:19]3[CH:24]=[CH:23][C:22]([CH3:25])=[CH:21][CH:20]=3)(=[O:18])=[O:17])[C:8]=2[C:26]([O:28]C(C)(C)C)=[O:27])[CH:6]=[CH:5][CH:4]=[CH:3][CH:2]=1.ClC(Cl)(Cl)C(O)=O.O>C(Cl)Cl>[C:1]1([C:7]2[C:15]3[C:10](=[CH:11][CH:12]=[CH:13][CH:14]=3)[N:9]([S:16]([C:19]3[CH:20]=[CH:21][C:22]([CH3:25])=[CH:23][CH:24]=3)(=[O:18])=[O:17])[C:8]=2[C:26]([OH:28])=[O:27])[CH:2]=[CH:3][CH:4]=[CH:5][CH:6]=1. Procedure: To a stirred solution of 2.55 g of compound J in 10 cc of methylene chloride was added 2.20 g of trichloroacetic acid under ice-cooling and the mixture was stirred for 16 hours. Water was added to the reaction mixture, the desired compound was extracted with ethyl acetate. The extract was dried over magnesium sulfate and distilled to remove the solvent. The crude product thus obtained was purified by a silica gel column chromatography (eluent: ethyl acetate/hexane=3/7) to obtain 2.10 g of 3-phen... Reactants: C1COCCO1, CS(C)=O, COc1ncc(-c2cc(-c3nnc(CN4CCN5CCCC5C4)o3)c3cnn(S(=O)(=O)c4ccccc4)c3c2)cc1NS(=O)(=O)c1ccc(F)cc1F, [Na+], [OH-]. The product is COc1ncc(-c2cc(-c3nnc(CN4CCN5CCCC5C4)o3)c3cn[nH]c3c2)cc1NS(=O)(=O)c1ccc(F)cc1F. As a reaction SMILES: [CH2:56]1[O:57][CH2:58][CH2:59][O:60][CH2:61]1.[CH3:62][S:63]([CH3:64])=[O:65].[F:1][c:2]1[c:3]([S:9](=[O:10])(=[O:11])[NH:12][c:13]2[c:14]([O:52][CH3:53])[n:15][cH:16][c:17](-[c:19]3[cH:20][c:21](-[c:37]4[o:38][c:39]([CH2:42][N:43]5[CH2:44][CH:45]6[N:46]([CH2:47][CH2:48]5)[CH2:49][CH2:50][CH2:51]6)[n:40][n:41]4)[c:22]4[cH:23][n:24][n:25]([S:28]([c:29]5[cH:30][cH:31][cH:32][cH:33][cH:34]5)(=[O:35])=[O:36])[c:26]4[cH:27]3)[cH:18]2)[cH:4][cH:5][c:6]([F:8])[cH:7]1.[Na+:55].[OH-:54]>>[F:1][c:2]1[c:3]([S:9](=[O:10])(=[O:11])[NH:12][c:13]2[c:14]([O:52][CH3:53])[n:15][cH:16][c:17](-[c:19]3[cH:20][c:21](-[c:37]4[o:38][c:39]([CH2:42][N:43]5[CH2:44][CH:45]6[N:46]([CH2:47][CH2:48]5)[CH2:49][CH2:50][CH2:51]6)[n:40][n:41]4)[c:22]4[cH:23][n:24][nH:25][c:26]4[cH:27]3)[cH:18]2)[cH:4][cH:5][c:6]([F:8])[cH:7]1. The product is CC=1C=CC(=C(C(=O)O)C1)C=1C=NN(C1)C (5-Methyl-2-(1-methyl-1H-pyrazol-4-yl)benzoic acid). Run in CO.O (MeOH H2O). Reaction conditions: temperature 100 celsius. Reported procedure: Methyl 5-methyl-2-(1-methyl-1H-pyrazol-4-yl)benzoate (˜1 g, ˜4.41 mmol) was dissolved in MeOH/H2O (4:1, 50 mL) and then LiOH (0.36 g, 15 mmol) was added. The mixture was heated at reflux for 2 h at 100° C. The analytical HPLC indicated the starting material was consumed, the mixture was cooled to 0° C. and 2 M HCl solution was added bring the pH ˜4. MeOH was removed in vacuo and the acid was precipitated. The acid was collected by filtration and dried in vacuo and used without further purificati... Reactants: CC=1C=CC(=C(C(=O)OC)C1)C=1C=NN(C1)C (Methyl 5-methyl-2-(1-methyl-1H-pyrazol-4-yl)benzoate), [Li+].[OH-] (LiOH). RXN SMILES: [CH3:1][C:2]1[CH:3]=[CH:4][C:5]([C:12]2[CH:13]=[N:14][N:15]([CH3:17])[CH:16]=2)=[C:6]([CH:11]=1)[C:7]([O:9]C)=[O:8].[Li+].[OH-]>CO.O>[CH3:1][C:2]1[CH:3]=[CH:4][C:5]([C:12]2[CH:13]=[N:14][N:15]([CH3:17])[CH:16]=2)=[C:6]([CH:11]=1)[C:7]([OH:9])=[O:8] |f:1.2,3.4|. Starting materials: 16, ClCC1=C(C=C(C=C1)F)C (1-(chloromethyl)-4-fluoro-2-methylbenzene), [C-]#N.[K+] (potassium cyanide), O (water), [I-].[K+] (potassium iodide). Solvent: CC(C)=O (2-propanone). The product is 13, FC1=CC(=C(C=C1)CC#N)C (4-fluoro-2-methylbenzeneacetonitrile). Isolated yield 87.2%. RXN SMILES: Cl[CH2:2][C:3]1[CH:8]=[CH:7][C:6]([F:9])=[CH:5][C:4]=1[CH3:10].[C-:11]#[N:12].[K+].O.[I-].[K+]>CC(=O)C>[F:9][C:6]1[CH:7]=[CH:8][C:3]([CH2:2][C:11]#[N:12])=[C:4]([CH3:10])[CH:5]=1 |f:1.2,4.5|. Procedure details: A mixture of 16 parts of 1-(chloromethyl)-4-fluoro-2-methylbenzene, 7.8 parts of a solution of potassium cyanide in a small amount of water, 0.1 parts of potassium iodide and 240 parts of 2-propanone is stirred and refluxed for 22 hours. The reaction mixture is cooled and filtered. The filtrate is evaported. The residue is taken up in water and the product is extracted with methylbenzene. The extract is dried, filtered and evaporated, yielding 13 parts (87.2%) of 4-fluoro-2-methylbenzeneacetonit... Reactants: CN(C1=CC=C(C=O)C=C1)C (4-dimethylaminobenzaldehyde), CC1=C(N)C=CC(=C1)C (2,4-dimethylaniline). Product: CN(C1=CC=C(C=C1)CNC1=C(C=C(C=C1)C)C)C ([(4-dimethylaminophenyl)methyl](2,4-dimethylphenyl)amine). The yield is 95.3%. RXN SMILES: [CH3:1][N:2]([CH3:11])[C:3]1[CH:10]=[CH:9][C:6]([CH:7]=O)=[CH:5][CH:4]=1.[CH3:12][C:13]1[CH:19]=[C:18]([CH3:20])[CH:17]=[CH:16][C:14]=1[NH2:15]>>[CH3:1][N:2]([CH3:11])[C:3]1[CH:10]=[CH:9][C:6]([CH2:7][NH:15][C:14]2[CH:16]=[CH:17][C:18]([CH3:20])=[CH:19][C:13]=2[CH3:12])=[CH:5][CH:4]=1. Reported procedure: By the reaction and treatment in the same manner as in Preparation Example 1 using 4-dimethylaminobenzaldehyde (1.5 g) and 2,4-dimethylaniline (1.2 g) as starting materials, [(4-dimethylaminophenyl)methyl](2,4-dimethylphenyl)amine (2.4 g) was obtained. melting point: 79–80° C. The reactants are C(C)[SiH](CC)CC (triethylsilane), [C]=O (carbon monoxide), BrC1=CC=C(C=C1)[C@@H](C)NS(=O)(=O)C (N-[(1R)-1-(4-bromophenyl)ethyl]-methanesulfonamide), (1,1′-bis(diphenylphosphino)-ferrocene)palladium(II) chloride, C([O-])([O-])=O.[Na+].[Na+] (sodium carbonate), [C]=O (carbon monoxide). The solvent is CN(C)C=O (DMF). Run at temperature 90 celsius, time 15 hour. Product: C(=O)C1=CC=C(C=C1)[C@@H](C)NS(=O)(=O)C (N-[(1R)-1-(4-Formylphenyl)ethyl]methanesulfonamide). As a reaction SMILES: Br[C:2]1[CH:7]=[CH:6][C:5]([C@H:8]([NH:10][S:11]([CH3:14])(=[O:13])=[O:12])[CH3:9])=[CH:4][CH:3]=1.[C:15](=O)([O-])[O-:16].[Na+].[Na+].C([SiH](CC)CC)C.[C]=O>CN(C=O)C>[CH:15]([C:2]1[CH:7]=[CH:6][C:5]([C@H:8]([NH:10][S:11]([CH3:14])(=[O:13])=[O:12])[CH3:9])=[CH:4][CH:3]=1)=[O:16] |f:1.2.3,^3:27|. Reported procedure: Combine N-[(1R)-1-(4-bromophenyl)ethyl]-methanesulfonamide (10 g, 35 mmol), (1,1′-bis(diphenylphosphino)-ferrocene)palladium(II) chloride (733 mg, 0.9 mmol), sodium carbonate (3.81 g, 35 mmol) and DMF (50 mL) in a 300 mL PARR reactor. Add triethylsilane (11.6 mL, 0.72 mmol) and purge the reactor with carbon monoxide three times. Charge the reactor with carbon monoxide (50 psi) and stir the mixture at 90° C. for 15 h. Cool the reactor to ambient temperature; open; filter mixture through a Celite®...